This data is from the Open Reaction Database (ORD), a public repository of structured organic reaction records. The task is: describe an organic reaction: reactants, conditions, products, and yield The reactants are FC(C(=O)O)(F)F (Trifluoroacetic acid), O1COC2=C1C=CC(=C2)C2(CC2)C(=O)NC=2C=C1CC(NC1=CC2)C(C)(C)C (1-(Benzo[d][1,3]dioxol-5-yl)-N-(2-tert-butylindolin-5-yl)cyclopropanecarboxamide), C(C)(=O)O[BH-](OC(C)=O)OC(C)=O.[Na+] (Sodium triacetoxyborohydride). Solvent: CC1(OCC(CO1)=O)C (2,2-dimethyl-1,3-dioxan-5-one), ClC(C)Cl (dichloroethane). Reaction conditions: time 20 minute. The product is O1COC2=C1C=CC(=C2)C2(CC2)C(=O)NC=2C=C1CC(N(C1=CC2)C(CO)CO)C(C)(C)C (1-(Benzo[d][1,3]dioxol-5-yl)-N-(2-tert-butyl-1-(1,3-dihydroxypropan-2-yl)indolin-5-yl)cyclopropanecarboxamide). RXN SMILES: [O:1]1[C:5]2[CH:6]=[CH:7][C:8]([C:10]3([C:13]([NH:15][C:16]4[CH:17]=[C:18]5[C:22](=[CH:23][CH:24]=4)[NH:21][CH:20]([C:25]([CH3:28])([CH3:27])[CH3:26])[CH2:19]5)=[O:14])[CH2:12][CH2:11]3)=[CH:9][C:4]=2[O:3][CH2:2]1.F[C:30](F)(F)[C:31]([OH:33])=O.[C:36](O[BH-](OC(=O)C)OC(=O)C)(=[O:38])C.[Na+]>ClC(Cl)C.CC1(C)OCC(=O)CO1>[O:1]1[C:5]2[CH:6]=[CH:7][C:8]([C:10]3([C:13]([NH:15][C:16]4[CH:17]=[C:18]5[C:22](=[CH:23][CH:24]=4)[N:21]([CH:30]([CH2:31][OH:33])[CH2:36][OH:38])[CH:20]([C:25]([CH3:28])([CH3:27])[CH3:26])[CH2:19]5)=[O:14])[CH2:12][CH2:11]3)=[CH:9][C:4]=2[O:3][CH2:2]1 |f:2.3|. Procedure: 1-(Benzo[d][1,3]dioxol-5-yl)-N-(2-tert-butylindolin-5-yl)cyclopropanecarboxamide (50 mg, 0.13 mmol) was dissolved in dichloroethane (0.20 mL) and 2,2-dimethyl-1,3-dioxan-5-one (0.20 mL). Trifluoroacetic acid was added (0.039 mL) and the resulting solution was allowed to stir for 20 minutes. Sodium triacetoxyborohydride was added (55 mg, 0.26 mmol) and the reaction mixture was stirred for 30 minutes. The crude reaction mixture was then evaporated to dryness, dissolved in N,N-dimethylformamide and...